Dataset: the Open Reaction Database (ORD), a public repository of structured organic reaction records. Task: describe an organic reaction: reactants, conditions, products, and yield As a reaction SMILES: [Cl:1][C:2]1[CH:3]=[CH:4][CH:5]=[C:6]2[C:10]=1[NH:9][CH:8]=[CH:7]2.O.Cl.[NH:13]1[CH2:18][CH2:17][C:16](=O)[CH2:15][CH2:14]1>>[Cl:1][C:2]1[CH:3]=[CH:4][CH:5]=[C:6]2[C:10]=1[NH:9][CH:8]=[C:7]2[C:16]1[CH2:17][CH2:18][NH:13][CH2:14][CH:15]=1 |f:1.2.3|. The reactants are ClC=1C=CC=C2C=CNC12 (7-chloroindole), O.Cl.N1CCC(CC1)=O (4-piperidone hydrochloride hydrate). Procedure: The title compound was prepared in a fashion similar to that described in Preparation 30 from 7-chloroindole (0.70 g, 4.6 mmol) and 4-piperidone hydrochloride hydrate (1.4 g, 9.2 mmol). The product was isolated as a yellow solid. Yield 0.80 g (75%). mp 205°-208° C. FDMS m/e=234 (M+ of free base). The product is ClC=1C=CC=C2C(=CNC12)C=1CCNCC1 (7-chloro-3-(1,2,3,6-tetrahydropyridin-4-yl)-1H-indole). RXN SMILES: [Cl:1][C:2]1[CH:11]=[CH:10][C:9]([NH:12][S:13]([C:16]2[CH:21]=[CH:20][C:19]([CH3:22])=[CH:18][C:17]=2[N+:23]([O-])=O)(=[O:15])=[O:14])=[C:8]2[C:3]=1[CH:4]=[CH:5][CH:6]=[N:7]2.O.NN>[Ni].CO>[NH2:23][C:17]1[CH:18]=[C:19]([CH3:22])[CH:20]=[CH:21][C:16]=1[S:13]([NH:12][C:9]1[CH:10]=[CH:11][C:2]([Cl:1])=[C:3]2[C:8]=1[N:7]=[CH:6][CH:5]=[CH:4]2)(=[O:15])=[O:14] |f:1.2|. Reactants: ClC1=C2C=CC=NC2=C(C=C1)NS(=O)(=O)C1=C(C=C(C=C1)C)[N+](=O)[O-] (N-(5-chloroquinolin-8-yl)-4-methyl-2-nitrobenzenesulfonamide), ClC1=C2C=CC=NC2=C(C=C1)NS(=O)(=O)C1=C(C=C(C=C1)C)[N+](=O)[O-] (N-(5-chloroquinolin-8-yl)-4-methyl-2-nitrobenzenesulfonamide), O.NN (hydrazine hydrate). Isolated yield 27.4%. Product: NC1=C(C=CC(=C1)C)S(=O)(=O)NC=1C=CC(=C2C=CC=NC12)Cl (2-Amino-N-(5-chloroquinolin-8-yl)-4-methyl-benzenesulfonamide). The solvent is CO (MeOH). Reported procedure: In a similar fashion using route 6 general procedure 14, N-(5-chloroquinolin-8-yl)-4-methyl-2-nitrobenzenesulfonamide (Intermediate 155) (160 mg, 0.42 mmol), Raney nickel (32 mg, 20% wt), hydrazine hydrate (63 mg, 1.27 mmol) and MeOH (10 ml) gave the title compound (40 mg, 27%) after purification by column chromatography with DCM as the eluent followed by recrystallisation from DCM/n-pentane. Reagents/catalysts: [Ni] (Raney nickel). The reactants are ClC=1N=C2N(C=CC=C2)C1S(=O)(=O)O (2-chloroimidazo[1,2-a]pyridine-3-sulfonic acid), P(=O)(Cl)(Cl)Cl (phosphorus oxychloride). Run in ice water. Product: ClC=1N=C2N(C=CC=C2)C1S(=O)(=O)Cl (2-Chloroimidazo[1,2-a]pyridine-3-sulfonyl chloride). As a reaction SMILES: [Cl:1][C:2]1[N:3]=[C:4]2[CH:9]=[CH:8][CH:7]=[CH:6][N:5]2[C:10]=1[S:11]([OH:14])(=O)=[O:12].P(Cl)(Cl)([Cl:17])=O>>[Cl:1][C:2]1[N:3]=[C:4]2[CH:9]=[CH:8][CH:7]=[CH:6][N:5]2[C:10]=1[S:11]([Cl:17])(=[O:14])=[O:12]. Procedure: In 30 ml of phosphorus oxychloride is suspended 5.0 g of 2-chloroimidazo[1,2-a]pyridine-3-sulfonic acid and the suspension is refluxed for 5 hours. After cooling, the reaction mixture is poured in 250 ml of ice-water and extracted with dichloromethane. The dichloromethane layer is separated and dried over anhydrous sodium sulfate and the dichloromethane is distilled off under reduced pressure to give 4.6 g of the title compound as pale yellow crystals.